Dataset: the Open Reaction Database (ORD), a public repository of structured organic reaction records. Task: describe an organic reaction: reactants, conditions, products, and yield Starting materials: OC1(C(C=C(C2=CC=CC=C12)OC)=O)CCC(C)C (1-hydroxy-4-methoxy-1-(3-methylbutyl)naphthalen-2(1H)-one), [H-].[Na+] (sodium hydride), CI (methyliodide). Run in CN(C=O)C (N,N-dimethylformamide). Run at time 0.5 hour. Yields the product COC1(C(C=C(C2=CC=CC=C12)OC)=O)CCC(C)C (1,4-dimethoxy-1-(3-methylbutyl)naphthalen-2(1H)-one). The yield is 83.8%. RXN SMILES: [OH:1][C:2]1([CH2:15][CH2:16][CH:17]([CH3:19])[CH3:18])[C:11]2[C:6](=[CH:7][CH:8]=[CH:9][CH:10]=2)[C:5]([O:12][CH3:13])=[CH:4][C:3]1=[O:14].[H-].[Na+].[CH3:22]I>CN(C)C=O>[CH3:22][O:1][C:2]1([CH2:15][CH2:16][CH:17]([CH3:19])[CH3:18])[C:11]2[C:6](=[CH:7][CH:8]=[CH:9][CH:10]=2)[C:5]([O:12][CH3:13])=[CH:4][C:3]1=[O:14] |f:1.2|. Procedure details: To a solution of Example 11A (40 mg, 0.154 mmol) in N,N-dimethylformamide (1 mL) at 0° C. was added 60% wt sodium hydride (24.6 mg, 0.616 mmol). The reaction solution was stirred for 0.5 h and methyliodide (0.038 mL, 0.616 mmol) was added. The solution was stirred 16 h at room temperature, quenched with saturated NH4Cl, and extracted with ethyl acetate. The organic extract was concentrated in vacuo. Column chromatography on silica (20% ethyl acetate/hexane) afforded the title compound as a white... The reactants are CCCCC(Br)C(=O)OC, Cc1cc(O)ccc1F, [K+], [K+], O=C([O-])[O-], CN(C)C=O, O. The product is CCCCC(Oc1ccc(F)c(C)c1)C(=O)OC. As a reaction SMILES: [CH3:1][O:2][C:3]([CH:4]([CH2:5][CH2:6][CH2:7][CH3:8])[Br:9])=[O:10].[F:11][c:12]1[c:13]([CH3:19])[cH:14][c:15]([OH:18])[cH:16][cH:17]1.[K+:20].[K+:21].[O-:22][C:23]([O-:24])=[O:25].[O:26]=[CH:27][N:28]([CH3:29])[CH3:30].[OH2:31]>>[CH3:1][O:2][C:3]([CH:4]([CH2:5][CH2:6][CH2:7][CH3:8])[O:18][c:15]1[cH:14][c:13]([CH3:19])[c:12]([F:11])[cH:17][cH:16]1)=[O:10]. The reactants are FC=1C=C(C[C@@H]2NC(O[C@@H]2[C@@H]2N(C[C@H](C2)O)C(C2=CC=CC=C2)C2=CC=CC=C2)=O)C=C(C1)F ((4S,5S)-4-(3,5-difluorobenzyl)-5-((2R,4S)-1-benzhydryl-4-hydroxypyrrolidin-2-yl)oxazolidin-2-one), [Li+].[OH-] (LiOH), C(C)(=O)N[C@]1(C(N(CC1)[C@H](C(=O)N[C@H]([C@H](O)[C@@H]1N(CCCC1)C(C1=CC=CC=C1)C1=CC=CC=C1)CC1=CC(=CC(=C1)F)F)CCC1=CC=CC=C1)=O)[C@H](C)CC ((S)-2-((S)-3-acetamido-3-((R)-sec-butyl)-2-oxopyrrolidin-1-yl)-N-((1S,2S)-1-((R)-1-benzhydrylpiperidin-2-yl)-3-(3,5-difluorophenyl)-1-hydroxypropan-2-yl)-4-phenylbutanamide), N[C@H]([C@H](O)[C@H]1C[C@@H](CN1C(C1=CC=CC=C1)C1=CC=CC=C1)O)CC1=CC(=CC(=C1)F)F ((3S,5R)-5-((1S,2S)-2-amino-3-(3,5-difluorophenyl)-1-hydroxypropyl)-1-benzhydrylpyrrolidin-3-ol). Run in CCO (EtOH), O (H2O). The product is C(C)(=O)N[C@]1(C(N(CC1)[C@H](C(=O)N[C@H]([C@@H]([C@@H]1NC[C@H](C1)O)O)CC1=CC(=CC(=C1)F)F)CCC1=CC=CC=C1)=O)[C@H](C)CC ((S)-2-((S)-3-acetamido-3-((R)-sec-butyl)-2-oxopyrrolidin-1-yl)-N-((1R,2S)-3-(3,5-difluorophenyl)-1-hydroxy-1-((2R,4S)-4-hydroxypyrrolidin-2-yl)propan-2-yl)-4-phenylbutanamide). Yield: 84.0%. RXN SMILES: [C:1]([NH:4][C@:5]1([C@@H:54]([CH2:56][CH3:57])[CH3:55])[CH2:9][CH2:8][N:7]([C@@H:10]([CH2:45][CH2:46][C:47]2[CH:52]=[CH:51][CH:50]=[CH:49][CH:48]=2)[C:11]([NH:13][C@@H:14]([CH2:36][C:37]2[CH:42]=[C:41]([F:43])[CH:40]=[C:39]([F:44])[CH:38]=2)[C@@H:15]([C@H:17]2[CH2:22][CH2:21][CH2:20]C[N:18]2C(C2C=CC=CC=2)C2C=CC=CC=2)[OH:16])=[O:12])[C:6]1=[O:53])(=[O:3])[CH3:2].N[C@@H](CC1C=C(F)C=C(F)C=1)[C@@H]([C@@H]1N(C(C2C=CC=CC=2)C2C=CC=CC=2)C[C@@H](O)C1)[OH:61].FC1C=C(C=C(F)C=1)C[C@H]1[C@@H]([C@H]2C[C@H](O)CN2C(C2C=CC=CC=2)C2C=CC=CC=2)OC(=O)N1.[Li+].[OH-]>CCO.O>[C:1]([NH:4][C@:5]1([C@@H:54]([CH2:56][CH3:57])[CH3:55])[CH2:9][CH2:8][N:7]([C@@H:10]([CH2:45][CH2:46][C:47]2[CH:48]=[CH:49][CH:50]=[CH:51][CH:52]=2)[C:11]([NH:13][C@@H:14]([CH2:36][C:37]2[CH:38]=[C:39]([F:44])[CH:40]=[C:41]([F:43])[CH:42]=2)[C@H:15]([OH:16])[C@H:17]2[CH2:22][C@H:21]([OH:61])[CH2:20][NH:18]2)=[O:12])[C:6]1=[O:53])(=[O:3])[CH3:2] |f:3.4|. Reported procedure: Step 15 (A): (3S,5R)-5-((1S,2S)-2-amino-3-(3,5-difluorophenyl)-1-hydroxypropyl)-1-benzhydrylpyrrolidin-3-ol. To a solution of (4S,5S)-4-(3,5-difluorobenzyl)-5-((2R,4S)-1-benzhydryl-4-hydroxypyrrolidin-2-yl)oxazolidin-2-one (Preparation K, 60 mg, 0.129 mmol) in EtOH (5 mL) was added a solution of LiOH (62 mg, 2.58 mmol) in H2O (1.25 mL). This reaction mixture was stirred at reflux for 4 h. After cooling down to rt, the mixture was concentrated to remove EtOH and H2O was added followed by 1N HCl (... Starting materials: ClCCl (dichloromethane), B(F)(F)F (boron trifluoride), C(Cl)(Cl)Cl (chloroform), COC1=CC=C(C=C1)C1=NN2C(C3=CC=CC=C13)=NN=C2C2=CC=CC=C2 (6-(4-methoxyphenyl)-3-phenyl-[1,2,4]triazolo[3,4-a]phthalazine). Run in O (Water). Conditions: time 8 hour. The product is C1(=CC=CC=C1)C1=NN=C2N1N=C(C1=CC=CC=C21)C2=CC=C(C=C2)O (4-(3-phenyl-[1,2,4]triazolo[3,4-a]phthalazin-6-yl)-phenol). The yield is 136.6%. Reaction SMILES: ClCCl.B(F)(F)F.C(Cl)(Cl)Cl.C[O:13][C:14]1[CH:19]=[CH:18][C:17]([C:20]2[C:29]3[C:24](=[CH:25][CH:26]=[CH:27][CH:28]=3)[C:23]3=[N:30][N:31]=[C:32]([C:33]4[CH:38]=[CH:37][CH:36]=[CH:35][CH:34]=4)[N:22]3[N:21]=2)=[CH:16][CH:15]=1>O>[C:33]1([C:32]2[N:22]3[N:21]=[C:20]([C:17]4[CH:16]=[CH:15][C:14]([OH:13])=[CH:19][CH:18]=4)[C:29]4[C:24]([C:23]3=[N:30][N:31]=2)=[CH:25][CH:26]=[CH:27][CH:28]=4)[CH:34]=[CH:35][CH:36]=[CH:37][CH:38]=1. Reported procedure: 1.5 ml (1.5 mmol) of a dichloromethane solution of 1 M boron trifluoride was added to a chloroform solution (4 ml) of 305 mg of the obtained 6-(4-methoxyphenyl)-3-phenyl-[1,2,4]triazolo[3,4-a]phthalazine, and stirred overnight at room temperature. Water was added to the reaction liquid, extracted with chloroform, and the organic layer was washed with saturated saline water. This was dried with anhydrous sodium sulfate, and concentrated under reduced pressure to obtain 400 mg of a crude product o... Starting materials: COc1ccc(Cn2nc(C)c3c(Oc4ccc(N5Cc6ccccc6NC5=O)cc4F)ccnc32)cc1, O=C(O)C(F)(F)F. Product: Cc1n[nH]c2nccc(Oc3ccc(N4Cc5ccccc5NC4=O)cc3F)c12. RXN SMILES: [F:1][c:2]1[cH:3][c:4]([N:28]2[C:29](=[O:38])[NH:30][c:31]3[cH:32][cH:33][cH:34][cH:35][c:36]3[CH2:37]2)[cH:5][cH:6][c:7]1[O:8][c:9]1[c:10]2[c:11]([n:12][cH:13][cH:14]1)[n:15]([CH2:19][c:20]1[cH:21][cH:22][c:23]([O:24][CH3:25])[cH:26][cH:27]1)[n:16][c:17]2[CH3:18].[OH:39][C:40]([C:41]([F:42])([F:43])[F:44])=[O:45]>>[F:1][c:2]1[cH:3][c:4]([N:28]2[C:29](=[O:38])[NH:30][c:31]3[cH:32][cH:33][cH:34][cH:35][c:36]3[CH2:37]2)[cH:5][cH:6][c:7]1[O:8][c:9]1[c:10]2[c:11]([n:12][cH:13][cH:14]1)[nH:15][n:16][c:17]2[CH3:18]. Starting materials: [BH4-], CO, Cc1cc(C=O)ccc1Oc1cnc(C(N)=O)cn1, [Na+], NCCc1cccnc1. The product is Cc1cc(CNCCc2cccnc2)ccc1Oc1cnc(C(N)=O)cn1. RXN SMILES: [BH4-:29].[CH3:31][OH:32].[CH:1](=[O:2])[c:3]1[cH:4][c:5]([CH3:19])[c:6]([O:7][c:8]2[n:9][cH:10][c:11]([C:14](=[O:15])[NH2:16])[n:12][cH:13]2)[cH:17][cH:18]1.[Na+:30].[n:20]1[cH:21][c:22]([CH2:26][CH2:27][NH2:28])[cH:23][cH:24][cH:25]1>>[CH2:1]([c:3]1[cH:4][c:5]([CH3:19])[c:6]([O:7][c:8]2[n:9][cH:10][c:11]([C:14](=[O:15])[NH2:16])[n:12][cH:13]2)[cH:17][cH:18]1)[NH:28][CH2:27][CH2:26][c:22]1[cH:21][n:20][cH:25][cH:24][cH:23]1.